From a dataset of the Open Reaction Database (ORD), a public repository of structured organic reaction records. describe an organic reaction: reactants, conditions, products, and yield Starting materials: C(C=C)(=O)O (acrylic acid), C=CC1=CC=CC=C1 (styrene), C=CC1=CC=CC=C1 (styrene), C=CC=C (1,3-butadiene), C(C=C)(=O)O (acrylic acid), C=CC1=CC=CC=C1 (styrene), CCCCCCCCCCCCOCCOS(=O)(=O)O.N (sodium lauryl ether sulfate), C1CO1 (ethylene oxide), [OH-].[Na+] (sodium hydroxide), [O-]S(=O)(=O)OOS(=O)(=O)[O-].[Na+].[Na+] (sodium peroxodisulfate). Solvent: O (water), O (water), O (water). Conditions: temperature 68 celsius, time 4 hour. Product: C=CC=C.C=CC1=CC=CC=C1 (styrene-butadiene). RXN SMILES: [CH2:1]=[CH:2][C:3]1C=CC=C[CH:4]=1.C=CC=C.C(O)(=O)C=C.CCCC[CH2:22][CH2:23][CH2:24][CH2:25][CH2:26][CH2:27][CH2:28][CH2:29]OCCOS(O)(=O)=O.N.C1OC1.[OH-].[Na+].[O-]S(OOS([O-])(=O)=O)(=O)=O.[Na+].[Na+]>O>[CH2:1]=[CH:2][CH:3]=[CH2:4].[CH2:29]=[CH:28][C:27]1[CH:22]=[CH:23][CH:24]=[CH:25][CH:26]=1 |f:3.4,6.7,8.9.10,12.13|. Procedure details: A styrene-butadiene dispersion was prepared by free-radical polymerization from 6 kg of styrene, 8.4 kg of 1,3-butadiene, 3.6 kg of acrylic acid, 0.41 kg of styrene seed latex dispersion (34% by weight in water, particle size about 30 to 35 nm), 135 g of Texapon® NSO solution (sodium lauryl ether sulfate having on average 2.5 ethylene oxide units; 28% strength by weight in water), 150 g of sodium hydroxide solution (10% strength by weight in water), 110 g of sodium peroxodisulfate and 18.28 kg o...